Dataset: the Open Reaction Database (ORD), a public repository of structured organic reaction records. Task: describe an organic reaction: reactants, conditions, products, and yield The reactants are ClC1=CC=C(C=C1)C=1OC2=C(C1C(C1=CC=C(C=C1)O)=O)C=CC=C2 (2-(4-chlorophenyl)-3-(4-hydroxybenzoyl)-benzofuran), C(C)N(CCCCl)CC (3-diethylaminopropyl chloride). The product is ClC1=CC=C(C=C1)C=1OC2=C(C1C(C1=CC=C(C=C1)OCCCN(CC)CC)=O)C=CC=C2 (2-(4-Chlorophenyl)-3-[4-(3-diethylaminopropoxy)benzoyl]benzofuran). As a reaction SMILES: [Cl:1][C:2]1[CH:7]=[CH:6][C:5]([C:8]2[O:9][C:10]3[CH:25]=[CH:24][CH:23]=[CH:22][C:11]=3[C:12]=2[C:13](=[O:21])[C:14]2[CH:19]=[CH:18][C:17]([OH:20])=[CH:16][CH:15]=2)=[CH:4][CH:3]=1.[CH2:26]([N:28]([CH2:33][CH3:34])[CH2:29][CH2:30][CH2:31]Cl)[CH3:27]>>[Cl:1][C:2]1[CH:7]=[CH:6][C:5]([C:8]2[O:9][C:10]3[CH:25]=[CH:24][CH:23]=[CH:22][C:11]=3[C:12]=2[C:13](=[O:21])[C:14]2[CH:19]=[CH:18][C:17]([O:20][CH2:31][CH2:30][CH2:29][N:28]([CH2:33][CH3:34])[CH2:26][CH3:27])=[CH:16][CH:15]=2)=[CH:4][CH:3]=1. Procedure: Reaction of 2-(4-chlorophenyl)-3-(4-hydroxybenzoyl)-benzofuran with 3-diethylaminopropyl chloride according to the procedure of Example 1 gives the title compound. The reactants are NC1=NNC2=NC=NC(=C21)NC2=CC(=CC=C2)Cl (3-amino-4-(3-chlorophenylamino)-1H-pyrazolo[3,4-d]pyrimidine), C(C)(=O)O (acetic acid), O1C=C(C=C1)C=O (3-furaldehyde). The solvent is CO (methanol). Yields the product ClC=1C=C(C=CC1)NC1=C2C(=NC=N1)NN=C2N=CC2=COC=C2 (4-(3-chloro-phenylamino)-3-[(fur-3-yl)-methyleneamino]-1H-pyrazolo[3,4-d]pyrimidine). RXN SMILES: [NH2:1][C:2]1[C:10]2[C:5](=[N:6][CH:7]=[N:8][C:9]=2[NH:11][C:12]2[CH:17]=[CH:16][CH:15]=[C:14]([Cl:18])[CH:13]=2)[NH:4][N:3]=1.C(O)(=O)C.[O:23]1[CH:27]=[CH:26][C:25]([CH:28]=O)=[CH:24]1>CO>[Cl:18][C:14]1[CH:13]=[C:12]([NH:11][C:9]2[N:8]=[CH:7][N:6]=[C:5]3[NH:4][N:3]=[C:2]([N:1]=[CH:28][C:25]4[CH:26]=[CH:27][O:23][CH:24]=4)[C:10]=23)[CH:17]=[CH:16][CH:15]=1. Procedure: Analogously to Example 32, 261 mg (1.00 mmol) of 3-amino-4-(3-chlorophenylamino)-1H-pyrazolo[3,4-d]pyrimidine (see Step 1.6) and 180 mg of acetic acid are dissolved in 26 ml of methanol and reacted with 144 mg (1.5 mmol) of 3-furaldehyde to form 4-(3-chloro-phenylamino)-3-[(fur-3-yl)-methyleneamino]-1H-pyrazolo[3,4-d]pyrimidine. Reduction of the above intermediate in 15 ml of DMEU with 8 ml (8 mmol) of DIBAL-H, analogous working-up and digestion in DIPE yield 4-(3-chloro-phenylamino)-3-[(fur-3-y... Starting materials: OC1=C2CCC(NC2=CC=C1)=O (5-hydroxy-3,4-dihydrocarbostyril), ice, [N+](=O)(O)[O-] (nitric acid), C(C)(=O)O (acetic acid). Solvent: C(C)(=O)OC(C)=O (acetic anhydride). Reaction conditions: temperature 5 celsius, time 2 hour. Yields the product OC1=C2CCC(NC2=CC=C1[N+](=O)[O-])=O (5-Hydroxy-6-Nitro-3,4-Dihydrocarbostyril). The yield is 69.0%. RXN SMILES: [OH:1][C:2]1[CH:11]=[CH:10][CH:9]=[C:8]2[C:3]=1[CH2:4][CH2:5][C:6](=[O:12])[NH:7]2.[N+:13]([O-])([OH:15])=[O:14].C(O)(=O)C>C(OC(=O)C)(=O)C>[OH:1][C:2]1[C:11]([N+:13]([O-:15])=[O:14])=[CH:10][CH:9]=[C:8]2[C:3]=1[CH2:4][CH2:5][C:6](=[O:12])[NH:7]2. Procedure details: In 110 ml of acetic anhydride was dissovled 25 g of 5-hydroxy-3,4-dihydrocarbostyril, and to the solution was added dropwise a mixture of 12 g of fuming nitric acid and 75 ml of acetic acid at 5° C. After stirring at 5° C. for 2 hours, 20 g of ice was added to the reaction mixture, and the precipitated crystals were collected. The crystals were suspended in a 3N sodium hydroxide aqueous solution, followed by filtration. The filtrate was neutralized with hydrochloric acid, and the precipitated cr... Reactants: C=1C=CC(=C(C1)CO)O (saligenol), C1(=CC=CC=C1)O (phenol). Product: OC1=CC=C(CO)C=C1 (para-hydroxybenzyl alcohol). Reaction SMILES: [CH:1]1[CH:2]=[CH:3][C:4](O)=[C:5]([CH2:7][OH:8])[CH:6]=1.C1([OH:16])C=CC=CC=1>>[OH:16][C:2]1[CH:3]=[CH:4][C:5]([CH2:7][OH:8])=[CH:6][CH:1]=1. Procedure: The saligenol yield is 91.5% in relation to the phenol consumed. Starting materials: FC1=C(C=CC(=C1)I)N1C(NC2=CN(C(C(=C21)C)=O)C)=O (1-(2-fluoro-4-iodophenyl)-5,7-dimethyl-1H-imidazo[4,5-c]pyridine-2,6(3H,5H)-dione), C1(CC1)S(=O)(=O)Cl (cyclopropanesulfonyl chloride), [H-].[Na+] (NaH), Cl (HCl), [H-].[Na+] (NaH), C1(CC1)S(=O)(=O)Cl (cyclopropanesulfonyl chloride), [OH-].[Na+] (NaOH). The solvent is CN(C)C=O (DMF), C1CCOC1 (THF). Conditions: time 1 hour. Yields the product FC1=C(C=CC(=C1)I)NC=1C(=CN(C(C1C)=O)C)NS(=O)(=O)C1CC1 (N-(4-(2-fluoro-4-iodophenylamino)-1,5-dimethyl-6-oxo-1,6-dihydropyridin-3-yl)cyclopropanesulfonamide). Yield: 35.0%. As a reaction SMILES: [F:1][C:2]1[CH:7]=[C:6]([I:8])[CH:5]=[CH:4][C:3]=1[N:9]1[C:17]2[C:12](=[CH:13][N:14]([CH3:20])[C:15](=[O:19])[C:16]=2[CH3:18])[NH:11]C1=O.[H-].[Na+].[CH:24]1([S:27](Cl)(=[O:29])=[O:28])[CH2:26][CH2:25]1.[OH-].[Na+].Cl>CN(C=O)C.C1COCC1>[F:1][C:2]1[CH:7]=[C:6]([I:8])[CH:5]=[CH:4][C:3]=1[NH:9][C:17]1[C:12]([NH:11][S:27]([CH:24]2[CH2:26][CH2:25]2)(=[O:29])=[O:28])=[CH:13][N:14]([CH3:20])[C:15](=[O:19])[C:16]=1[CH3:18] |f:1.2,4.5|. Procedure details: To the solution of 1-(2-fluoro-4-iodophenyl)-5,7-dimethyl-1H-imidazo[4,5-c]pyridine-2,6(3H,5H)-dione (23 mg, 0.0576) dissolved in dry DMF (2 mL) cooled to below 0° C. under an ice-bath, was added NaH (60% in mineral oil) (5.0 mg, 0.125 mmol). The cooling bath was removed after addition and the solution was allowed to stir at room temperature for 1 hour. The same solution was re-cooled to −5° C. in a dry-ice/acetone bath, and added cyclopropanesulfonyl chloride (28 mg, 0.20 mmol) dissolved in dry... Starting materials: CC(C)(C)Cn1c(CBr)cc2cnc(C#N)nc21, O=C([O-])[O-], COc1ccc(C2CCNCC2)c(OC)c1, CC(C)=O, CCOC(C)=O, [K+], [K+]. Product: COc1ccc(C2CCN(Cc3cc4cnc(C#N)nc4n3CC(C)(C)C)CC2)c(OC)c1. RXN SMILES: [Br:1][CH2:2][c:3]1[cH:4][c:5]2[c:6]([n:7][c:8]([C:11]#[N:12])[n:9][cH:10]2)[n:13]1[CH2:14][C:15]([CH3:16])([CH3:17])[CH3:18].[C:35](=[O:36])([O-:37])[O-:38].[CH3:19][O:20][c:21]1[c:22]([CH:29]2[CH2:30][CH2:31][NH:32][CH2:33][CH2:34]2)[cH:23][cH:24][c:25]([O:27][CH3:28])[cH:26]1.[CH3:41][C:42](=[O:43])[CH3:44].[CH3:45][CH2:46][O:47][C:48](=[O:49])[CH3:50].[K+:39].[K+:40]>>[CH2:2]([c:3]1[cH:4][c:5]2[c:6]([n:7][c:8]([C:11]#[N:12])[n:9][cH:10]2)[n:13]1[CH2:14][C:15]([CH3:16])([CH3:17])[CH3:18])[N:32]1[CH2:31][CH2:30][CH:29]([c:22]2[c:21]([O:20][CH3:19])[cH:26][c:25]([O:27][CH3:28])[cH:24][cH:23]2)[CH2:34][CH2:33]1. The reactants are NC=1C(=NC(=CN1)C1CCC(CC1)NCC1=CC=CC=C1)C1=CC(=C(C(=O)OC)C=C1)F (methyl 4-(3-amino-6-(4-(benzylamino)cyclohexyl)pyrazin-2-yl)-2-fluorobenzoate), [H][H] (hydrogen). The reagents and catalysts are [Pd] (Pd—C). The solvent is CO (MeOH). Conditions: time 14 hour. The product is NC=1C(=NC(=CN1)C1CCC(CC1)N)C1=CC(=C(C(=O)OC)C=C1)F (methyl 4-(3-amino-6-(4-aminocyclohexyl)pyrazin-2-yl)-2-fluorobenzoate). Isolated yield 82.9%. As a reaction SMILES: [NH2:1][C:2]1[C:3]([C:22]2[CH:31]=[CH:30][C:25]([C:26]([O:28][CH3:29])=[O:27])=[C:24]([F:32])[CH:23]=2)=[N:4][C:5]([CH:8]2[CH2:13][CH2:12][CH:11]([NH:14]CC3C=CC=CC=3)[CH2:10][CH2:9]2)=[CH:6][N:7]=1.[H][H]>[Pd].CO>[NH2:1][C:2]1[C:3]([C:22]2[CH:31]=[CH:30][C:25]([C:26]([O:28][CH3:29])=[O:27])=[C:24]([F:32])[CH:23]=2)=[N:4][C:5]([CH:8]2[CH2:13][CH2:12][CH:11]([NH2:14])[CH2:10][CH2:9]2)=[CH:6][N:7]=1. Procedure: To methyl 4-(3-amino-6-(4-(benzylamino)cyclohexyl)pyrazin-2-yl)-2-fluorobenzoate (350 mg, 0.806 mmol) in a round bottom flask that was flushed with argon was added Pd—C 10% degaussa, wet (171 mg, 0.161 mmol). Then under argon with syringe, was added MeOH (5 mL) and last a hydrogen balloon. The flask was evacuated and refilled with hydrogen six times. The reaction was stirred at room temperature for 14 h. The reaction was purged with argon, then Pd—C 10% degaussa, wet (171 mg, 0.161 mmol) was car... RXN SMILES: [CH:1]1([Mg]Cl)[CH2:6][CH2:5][CH2:4][CH2:3][CH2:2]1.[Br-].CSC.[CH2:13]([N:20]1[C:29]2[C:24](=[CH:25][C:26]([Cl:30])=[CH:27][CH:28]=2)[C:23](OS(C(F)(F)F)(=O)=O)=[C:22]([C:39]2[O:43][N:42]=[C:41]([CH3:44])[CH:40]=2)[C:21]1=[O:45])[C:14]1[CH:19]=[CH:18][CH:17]=[CH:16][CH:15]=1.[NH4+].[Cl-]>C1COCC1.O>[CH2:13]([N:20]1[C:29]2[C:24](=[CH:25][C:26]([Cl:30])=[CH:27][CH:28]=2)[C:23]([CH:1]2[CH2:6][CH2:5][CH2:4][CH2:3][CH2:2]2)=[C:22]([C:39]2[O:43][N:42]=[C:41]([CH3:44])[CH:40]=2)[C:21]1=[O:45])[C:14]1[CH:15]=[CH:16][CH:17]=[CH:18][CH:19]=1 |f:1.2,4.5|. Conditions: time 2 hour. The yield is 88.1%. Reactants: C(C1=CC=CC=C1)N1C(C(=C(C2=CC(=CC=C12)Cl)OS(=O)(=O)C(F)(F)F)C1=CC(=NO1)C)=O (trifluoro-methanesulfonic acid 1-benzyl-6-chloro-3-(3-methyl-isoxazol-5-yl)-2-oxo-1,2-dihydro-quinolin-4-yl ester), [NH4+].[Cl-] (NH4Cl), C1(CCCCC1)[Mg]Cl (cyclohexylmagnesium chloride), [Br-].CSC (bromide dimethylsulfide). Product: C(C1=CC=CC=C1)N1C(C(=C(C2=CC(=CC=C12)Cl)C1CCCCC1)C1=CC(=NO1)C)=O (1-Benzyl-6-chloro-4-cyclohexyl-3-(3-methyl-isoxazol-5-yl)-1H-quinolin-2-one). The solvent is C1CCOC1 (THF), O (H2O), C1CCOC1 (THF). Reported procedure: A solution of cyclohexylmagnesium chloride (250 ul, 0.50 mmol, 2M in THF) was added to a suspension of cupper (I) bromide-dimethylsulfide (51 mg, 0.25 mmol) in 2 ml of THF at −78° C. under N2. The mixture was warmed to rt until a dark color homogenous solution was observed (ca. 15 min), then re-cooled to −78° C. A solution of trifluoro-methanesulfonic acid 1-benzyl-6-chloro-3-(3-methyl-isoxazol-5-yl)-2-oxo-1,2-dihydro-quinolin-4-yl ester (80 mg, 0.16 mmol) in 2 ml of THF was added to the mixture... The reactants are COC(CCC1=C(C=C(C=C1)OCCC=1N=C(OC1C)C=1C=NC(=CC1)C1=CC=CC=C1)C)=O (3-(2-Methyl-4-{2-[5-methyl-2-(6-phenyl-pyridin-3-yl)-oxazol-4-yl]-ethoxy}-phenyl)-propionic acid methyl ester), [OH-].[Na+] (NaOH). Run in C(C)O (ethanol). Reaction conditions: temperature 50 celsius, time 2 hour. The product is CC1=C(C=CC(=C1)OCCC=1N=C(OC1C)C=1C=NC(=CC1)C1=CC=CC=C1)CCC(=O)O (3-(2-Methyl-4-{2-[5-methyl-2-(6-phenyl-pyridin-3-yl)-oxazol-4-yl]-ethoxy}-phenyl)-propionic acid). Yield: 56.7%. Reaction SMILES: C[O:2][C:3](=[O:34])[CH2:4][CH2:5][C:6]1[CH:11]=[CH:10][C:9]([O:12][CH2:13][CH2:14][C:15]2[N:16]=[C:17]([C:21]3[CH:22]=[N:23][C:24]([C:27]4[CH:32]=[CH:31][CH:30]=[CH:29][CH:28]=4)=[CH:25][CH:26]=3)[O:18][C:19]=2[CH3:20])=[CH:8][C:7]=1[CH3:33].[OH-].[Na+]>C(O)C>[CH3:33][C:7]1[CH:8]=[C:9]([O:12][CH2:13][CH2:14][C:15]2[N:16]=[C:17]([C:21]3[CH:22]=[N:23][C:24]([C:27]4[CH:32]=[CH:31][CH:30]=[CH:29][CH:28]=4)=[CH:25][CH:26]=3)[O:18][C:19]=2[CH3:20])[CH:10]=[CH:11][C:6]=1[CH2:5][CH2:4][C:3]([OH:34])=[O:2] |f:1.2|. Procedure details: To a solution of 3-(2-Methyl-4-{2-[5-methyl-2-(6-phenyl-pyridin-3-yl)-oxazol-4-yl]-ethoxy}-phenyl)-propionic acid methyl ester (40 mg) in ethanol (1 mL) is added NaOH (5 N, 1.0 mL), stirred for 2 hr at 50° C., cooled to room temperature, concentrated. The residue is treated with ether and acidified by 5 N HCl, extracted with ether, concentrated. Reversed phase HPLC (water/acetonitrile) gave the title compound (22 mg). MS (ES): 443.3 (M++1).